Task: describe an organic reaction: reactants, conditions, products, and yield. Dataset: the Open Reaction Database (ORD), a public repository of structured organic reaction records The reactants are CNC, Cc1ccccc1, CC(CC1(c2ccccc2)C=CCC=C1)OS(C)(=O)=O. Product: CC(CC1(c2ccccc2)C=CCC=C1)N(C)C. RXN SMILES: [CH3:1][NH:2][CH3:3].[CH3:24][c:25]1[cH:26][cH:27][cH:28][cH:29][cH:30]1.[CH3:4][CH:5]([CH2:6][C:7]1([c:13]2[cH:14][cH:15][cH:16][cH:17][cH:18]2)[CH:8]=[CH:9][CH2:10][CH:11]=[CH:12]1)[O:19][S:20]([CH3:21])(=[O:22])=[O:23]>>[CH3:1][N:2]([CH3:3])[CH:5]([CH3:4])[CH2:6][C:7]1([c:13]2[cH:14][cH:15][cH:16][cH:17][cH:18]2)[CH:8]=[CH:9][CH2:10][CH:11]=[CH:12]1. Starting materials: C(C)(=O)OC=O (Formic acetic anhydride), CC(C)(C)N(C([O-])=O)C1=C(C=C(C=C1)OC1=CC=C(C=C1)CN(C(=O)OC(C)(C)C)C1CC2=CC=CC=C2C1)N (1,1-dimethylethyl[2-amino-4-({4-[(2,3-dihydro-1H-inden-2-yl{[(1,1-dimethylethyl)oxy]carbonyl}amino)methyl]phenyl}oxy)phenyl]carbamate), O1CCCC1 (tetrahydrofuran), C(=O)O (formic acid), C(C)(=O)OC(C)=O (acetic anhydride). Conditions: time 1 hour. Product: C(C)(=O)OC=O (Formic acetic anhydride), C1C(CC2=CC=CC=C12)N(C(OC(C)(C)C)=O)CC1=CC=C(C=C1)OC1=CC(=C(C=C1)NC(=O)OC(C)(C)C)NC=O (1,1-dimethylethyl 2,3-dihydro-1H-inden-2-yl[(4-{[4-({[(1,1-dimethylethyl)oxy]carbonyl}amino)-3-(formylamino)phenyl]oxy}phenyl)methyl]carbamate). As a reaction SMILES: [CH:1]([OH:3])=O.[C:4]([O:7][C:8](=[O:10])C)(=[O:6])[CH3:5].[C:11](OC=O)(=O)C.CC([N:21]([C:25]1[CH:30]=[CH:29][C:28]([O:31][C:32]2[CH:37]=[CH:36][C:35]([CH2:38][N:39]([CH:47]3[CH2:55][C:54]4[C:49](=[CH:50][CH:51]=[CH:52][CH:53]=4)[CH2:48]3)[C:40]([O:42][C:43]([CH3:46])([CH3:45])[CH3:44])=[O:41])=[CH:34][CH:33]=2)=[CH:27][C:26]=1[NH2:56])[C:22](=[O:24])[O-:23])(C)C.O1[CH2:61][CH2:60][CH2:59]C1>>[C:4]([O:7][CH:8]=[O:10])(=[O:6])[CH3:5].[CH2:48]1[C:49]2[C:54](=[CH:53][CH:52]=[CH:51][CH:50]=2)[CH2:55][CH:47]1[N:39]([CH2:38][C:35]1[CH:36]=[CH:37][C:32]([O:31][C:28]2[CH:29]=[CH:30][C:25]([NH:21][C:22]([O:23][C:60]([CH3:59])([CH3:61])[CH3:11])=[O:24])=[C:26]([NH:56][CH:1]=[O:3])[CH:27]=2)=[CH:33][CH:34]=1)[C:40](=[O:41])[O:42][C:43]([CH3:45])([CH3:46])[CH3:44]. Reported procedure: Formic acetic anhydride was prepared by adding 96% formic acid (1.24 ml, 32.2 mmol) to acetic anhydride (1.52 ml, 16.1 mmol) and stirring for 1 hour. (Ref: Org. Process Research & Development, 2000, 4, p. 567-570). Formic acetic anhydride (0.16 ml, 0.87 mmol) was added to a solution of 1,1-dimethylethyl[2-amino-4-({4-[(2,3-dihydro-1H-inden-2-yl{[(1,1-dimethylethyl)oxy]carbonyl}amino)methyl]phenyl}oxy)phenyl]carbamate (430 mg, 0.79 mmol) in 20 mL of tetrahydrofuran. The reaction mixture was stirr... The reactants are O=C(O)c1cn(C2CC2)c2cc(F)c(F)cc2c1=O, FC(F)(F)C1CNCCN1, c1ccncc1. Reaction SMILES: [CH:11]1([n:14]2[cH:15][c:16]([C:27](=[O:28])[OH:29])[c:17](=[O:26])[c:18]3[cH:19][c:20]([F:25])[c:21]([F:24])[cH:22][c:23]23)[CH2:12][CH2:13]1.[F:1][C:2]([CH:3]1[NH:4][CH2:5][CH2:6][NH:7][CH2:8]1)([F:9])[F:10].[cH:30]1[cH:31][cH:32][n:33][cH:34][cH:35]1>>[F:1][C:2]([CH:3]1[NH:4][CH2:5][CH2:6][N:7]([c:21]2[c:20]([F:25])[cH:19][c:18]3[c:17](=[O:26])[c:16]([C:27](=[O:28])[OH:29])[cH:15][n:14]([CH:11]4[CH2:12][CH2:13]4)[c:23]3[cH:22]2)[CH2:8]1)([F:9])[F:10]. The product is O=C(O)c1cn(C2CC2)c2cc(N3CCNC(C(F)(F)F)C3)c(F)cc2c1=O. The reactants are OC=1C=C2C=CNC2=CC1 (5-hydroxy-1H-indole), Cl.ClCCN1CCOCC1 (N-(2-chloroethyl)morpholine hydrochloride), C([O-])([O-])=O.[K+].[K+] (potassium carbonate). Run in C(C)#N (acetonitrile). Run at time 72 hour. The product is N1C=CC2=CC(=CC=C12)OCCN1CCOCC1 (4-[2-(1H-indol-5-yloxy)ethyl]morpholine). Yield: 48.7%. As a reaction SMILES: [OH:1][C:2]1[CH:3]=[C:4]2[C:8](=[CH:9][CH:10]=1)[NH:7][CH:6]=[CH:5]2.Cl.Cl[CH2:13][CH2:14][N:15]1[CH2:20][CH2:19][O:18][CH2:17][CH2:16]1.C(=O)([O-])[O-].[K+].[K+]>C(#N)C>[NH:7]1[C:8]2[C:4](=[CH:3][C:2]([O:1][CH2:13][CH2:14][N:15]3[CH2:20][CH2:19][O:18][CH2:17][CH2:16]3)=[CH:10][CH:9]=2)[CH:5]=[CH:6]1 |f:1.2,3.4.5|. Procedure: A solution of 5-hydroxy-1H-indole (0.13 g, 1.0 mmol) in acetonitrile (10 mL) was successively added with N-(2-chloroethyl)morpholine hydrochloride (0.19 g, 1.0 mmol), and potassium carbonate (0.28 g, 2.0 mmol), and the mixture was stirred at room temperature for 72 hours. The solvent was evaporated under reduced pressure, then the residue was added with ethyl acetate, and the organic layer was washed successively with water and saturated brine, and dried over anhydrous magnesium sulfate. The sol...